The task is: describe an organic reaction: reactants, conditions, products, and yield. This data is from the Open Reaction Database (ORD), a public repository of structured organic reaction records. Starting materials: ClC1=NC=C(C(=N1)C#CC1=C(C=CC=C1)C1(CC1)C(=O)N)Cl (1-(2-((2,5-dichloropyrimidin-4-yl)ethynyl)phenyl)cyclopropanecarboxamide). The reagents and catalysts are [Pt]=O (platinum oxide). The solvent is CCN(C(C)C)C(C)C (DIPEA), CO (MeOH). Conditions: time 58 hour. Product: ClC1=NC=C(C(=N1)CCC1=C(C=CC=C1)C1(CC1)C(=O)N)Cl (1-(2-(2-(2,5-Dichloropyrimidin-4-yl)ethyl)phenyl)cyclopropanecarboxamide), solid. The yield is 69.0%. Reaction SMILES: [Cl:1][C:2]1[N:7]=[C:6]([C:8]#[C:9][C:10]2[CH:15]=[CH:14][CH:13]=[CH:12][C:11]=2[C:16]2([C:19]([NH2:21])=[O:20])[CH2:18][CH2:17]2)[C:5]([Cl:22])=[CH:4][N:3]=1>CCN(C(C)C)C(C)C.CO.[Pt]=O>[Cl:1][C:2]1[N:7]=[C:6]([CH2:8][CH2:9][C:10]2[CH:15]=[CH:14][CH:13]=[CH:12][C:11]=2[C:16]2([C:19]([NH2:21])=[O:20])[CH2:17][CH2:18]2)[C:5]([Cl:22])=[CH:4][N:3]=1. Procedure: A suspension of 1-(2-((2,5-dichloropyrimidin-4-yl)ethynyl)phenyl)cyclopropanecarboxamide (A13) (0.536 g, 1.61 mmol) and platinum oxide (0.110 g, 0.484 mmol) in DIPEA (16 mL) and MeOH (3 mL) was stirred under a hydrogen atmosphere for 58 hours. The resulting mixture was filtered through a pad of Celite and the filtrate concentrated in vacuo. The residue was diluted with water and EtOAc and filtered through a pad of Celite. The filtrate was extracted with EtOAc (2×20 mL) and the combined organic f... Reactants: C(CCC)N1C(N(C(=CC1=O)Cl)CC1=CC=C(C=C1)C1=C(C=CC=C1)C1=NN=NN1C(C1=CC=CC=C1)(C1=CC=CC=C1)C1=CC=CC=C1)=O (3-butyl-6-chloro-1-[[2'-(N-trityltetrazol-5-yl)biphenyl-4-yl]methyl]pyrimidine-2,4(1H,3H)-dione), C1(=CC=CC=C1)S (thiophenol), C([O-])([O-])=O.[K+].[K+] (potassium carbonate). The solvent is C(C)#N (acetonitrile). Yields the product C(CCC)N1C(N(C(=CC1=O)SC1=CC=CC=C1)CC1=CC=C(C=C1)C1=C(C=CC=C1)C1=NN=NN1)=O (3-Butyl-6-phenylthio-1-[[2'-(1H-tetrazol-5-yl)biphenyl-4-yl]methyl]pyrimidine-2,4(1H,3H)-dione). Yield: 69.0%. RXN SMILES: [CH2:1]([N:5]1[C:10](=[O:11])[CH:9]=[C:8](Cl)[N:7]([CH2:13][C:14]2[CH:19]=[CH:18][C:17]([C:20]3[CH:25]=[CH:24][CH:23]=[CH:22][C:21]=3[C:26]3[N:30](C(C4C=CC=CC=4)(C4C=CC=CC=4)C4C=CC=CC=4)[N:29]=[N:28][N:27]=3)=[CH:16][CH:15]=2)[C:6]1=[O:50])[CH2:2][CH2:3][CH3:4].[C:51]1([SH:57])[CH:56]=[CH:55][CH:54]=[CH:53][CH:52]=1.C(=O)([O-])[O-].[K+].[K+]>C(#N)C>[CH2:1]([N:5]1[C:10](=[O:11])[CH:9]=[C:8]([S:57][C:51]2[CH:56]=[CH:55][CH:54]=[CH:53][CH:52]=2)[N:7]([CH2:13][C:14]2[CH:15]=[CH:16][C:17]([C:20]3[CH:25]=[CH:24][CH:23]=[CH:22][C:21]=3[C:26]3[NH:27][N:28]=[N:29][N:30]=3)=[CH:18][CH:19]=2)[C:6]1=[O:50])[CH2:2][CH2:3][CH3:4] |f:2.3.4|. Procedure details: A mixture of 3-butyl-6-chloro-1-[[2'-(N-trityltetrazol-5-yl)biphenyl-4-yl]methyl]pyrimidine-2,4(1H,3H)-dione (0.52 g), thiophenol (0.1 ml) and potassium carbonate (0.15 g) in acetonitrile (10 ml) was heated under reflux for 4 hours with stirring. The reaction mixture was allowed to cool and the insoluble material was removed from the reaction mixture by filtration. The filtrate was concentrated to dryness. The resulting residue was dissolved in methanol (15 ml) and 1N hydrochloric acid (1 ml) an... The reactants are Intermediate 15, BrC1=NC=C(C=C1)I (2-bromo-5-iodopyridine), C(=O)([O-])[O-].[Cs+].[Cs+] (Cs2CO3), NC1=C(C(=O)OC)C=C(C=C1)C1CC1 (methyl 2-amino-5-cyclopropylbenzoate), NC1=C(C(=O)OC)C=C(C=C1)C1CC1 (methyl 2-amino-5-cyclopropylbenzoate). Yields the product BrC1=CC=C(C=N1)NC1=C(C(=O)OC)C=C(C=C1)C1CC1 (Methyl 2-(6-bromopyridin-3-ylamino)-5-cyclopropylbenzoate). As a reaction SMILES: [NH2:1][C:2]1[CH:11]=[CH:10][C:9]([CH:12]2[CH2:14][CH2:13]2)=[CH:8][C:3]=1[C:4]([O:6][CH3:7])=[O:5].[Br:15][C:16]1[CH:21]=[CH:20][C:19](I)=[CH:18][N:17]=1.C([O-])([O-])=O.[Cs+].[Cs+]>>[Br:15][C:16]1[N:17]=[CH:18][C:19]([NH:1][C:2]2[CH:11]=[CH:10][C:9]([CH:12]3[CH2:14][CH2:13]3)=[CH:8][C:3]=2[C:4]([O:6][CH3:7])=[O:5])=[CH:20][CH:21]=1 |f:2.3.4|. Procedure: Obtained (0.155 g, 43% of yield) following the procedure described in Intermediate 15 starting with methyl 2-amino-5-cyclopropylbenzoate (described in Intermediate 8 (step A)) (1.05 mmol, 0.200 g), 2-bromo-5-iodopyridine (1.05 mmol, 0.297 g) and Cs2CO3 (2.09 mmol, 0.682 g) instead of NaOtBu.